From a dataset of the Open Reaction Database (ORD), a public repository of structured organic reaction records. describe an organic reaction: reactants, conditions, products, and yield Starting materials: ClP1OCC(CO1)(C)C (2-chloro-5,5-dimethyl-1,3,2-dioxaphosphorinane), C(CCC)NC1CC(N(C(C1)(C)C)C)(C)C (4-butylamino1,2,2,6,6-pentamethylpiperidine). Run in C1(=CC=CC=C1)C (toluene), C(C)N(CC)CC (triethylamine). Product: C(CCC)N(P1OCC(CO1)(C)C)C1CC(N(C(C1)(C)C)C)(C)C (2-[N-butyl(1,2,2,6,6-pentamethyl-4-piperidyl)amino]-5,5-dimethyl-1,3,2-dioxaphosphorinane). As a reaction SMILES: Cl[P:2]1[O:7][CH2:6][C:5]([CH3:9])([CH3:8])[CH2:4][O:3]1.[CH2:10]([NH:14][CH:15]1[CH2:20][C:19]([CH3:22])([CH3:21])[N:18]([CH3:23])[C:17]([CH3:25])([CH3:24])[CH2:16]1)[CH2:11][CH2:12][CH3:13]>C(N(CC)CC)C.C1(C)C=CC=CC=1>[CH2:10]([N:14]([CH:15]1[CH2:16][C:17]([CH3:25])([CH3:24])[N:18]([CH3:23])[C:19]([CH3:21])([CH3:22])[CH2:20]1)[P:2]1[O:7][CH2:6][C:5]([CH3:9])([CH3:8])[CH2:4][O:3]1)[CH2:11][CH2:12][CH3:13]. Procedure: 18.4 g of 2-chloro-5,5-dimethyl-1,3,2-dioxaphosphorinane are added dropwise, at room temperature, with stirring, to a solution of 19.7 g (0.1 mol) of 4-butylamino1,2,2,6,6-pentamethylpiperidine in 100 ml of triethylamine. After heating at the reflux temperature for 15 hours, the mixture is diluted with toluene and the precipitated hydrochloride is filtered off. Evaporation of the filtrate gives 2-[N-butyl(1,2,2,6,6-pentamethyl-4-piperidyl)amino]-5,5-dimethyl-1,3,2-dioxaphosphorinane as an oil wh... Reactants: O (Water), [Si](C)(C)(C(C)(C)C)OCC1(C=2N(C3=C(O1)C=CC(=C3)[N+](=O)[O-])C(NN2)=O)CO[Si](C)(C)C(C)(C)C (4,4-Bis(((tert-butyldimethylsilyl)oxy)methyl)-8-nitro-2,4-dihydro-1H-benzo[b][1,2,4]triazolo[4,3-d][1,4]oxazin-1-one), IC (iodomethane), C([O-])([O-])=O.[Cs+].[Cs+] (Cesium carbonate). Solvent: CN(C)C=O (DMF). Reaction conditions: time 8 hour. Product: [Si](C)(C)(C(C)(C)C)OCC1(C=2N(C3=C(O1)C=CC(=C3)[N+](=O)[O-])C(N(N2)C)=O)CO[Si](C)(C)C(C)(C)C (4,4-bis(((tert-butyldimethylsilyl)oxy)methyl)-2-methyl-8-nitro-2,4-dihydro-1H-benzo[b][1,2,4]triazolo[4,3-d][1,4]oxazin-1-one). RXN SMILES: [Si:1]([O:8][CH2:9][C:10]1([CH2:27][O:28][Si:29]([C:32]([CH3:35])([CH3:34])[CH3:33])([CH3:31])[CH3:30])[O:15][C:14]2[CH:16]=[CH:17][C:18]([N+:20]([O-:22])=[O:21])=[CH:19][C:13]=2[N:12]2[C:23](=[O:26])[NH:24][N:25]=[C:11]12)([C:4]([CH3:7])([CH3:6])[CH3:5])([CH3:3])[CH3:2].IC.[C:38](=O)([O-])[O-].[Cs+].[Cs+].O>CN(C=O)C>[Si:29]([O:28][CH2:27][C:10]1([CH2:9][O:8][Si:1]([C:4]([CH3:5])([CH3:6])[CH3:7])([CH3:3])[CH3:2])[O:15][C:14]2[CH:16]=[CH:17][C:18]([N+:20]([O-:22])=[O:21])=[CH:19][C:13]=2[N:12]2[C:23](=[O:26])[N:24]([CH3:38])[N:25]=[C:11]12)([C:32]([CH3:35])([CH3:34])[CH3:33])([CH3:31])[CH3:30] |f:2.3.4|. Reported procedure: 4,4-Bis(((tert-butyldimethylsilyl)oxy)methyl)-8-nitro-2,4-dihydro-1H-benzo[b][1,2,4]triazolo[4,3-d][1,4]oxazin-1-one and iodomethane (0.626 mL) were dissolved in DMF. Cesium carbonate (4.13 g) was added to the solution. The reaction mixture was stirred at room temperature overnight. Water (250 mL) was added to the reaction. The aqueous solution was extracted with EtOAc (2×200 mL). The organic layers were evaporated to give 4,4-bis(((tert-butyldimethylsilyl)oxy)methyl)-2-methyl-8-nitro-2,4-dihydr...